From a dataset of the Open Reaction Database (ORD), a public repository of structured organic reaction records. describe an organic reaction: reactants, conditions, products, and yield Starting materials: CN(CCN1C2=C(OCC1)C=CC(=C2)NC(=N)C=2SC=CC2)C (N-(4-(2-(dimethylamino)ethyl)-3,4-dihydro-2H-benzo[b][1,4]oxazin-6-yl)thiophene-2-carboximidamide), Cl (hydrogen chloride). Run in CO (MeOH). The product is Cl.Cl.CN(CCN1C2=C(OCC1)C=CC(=C2)NC(=N)C=2SC=CC2)C (N-(4-(2-(Dimethylamino)ethyl)-3,4-dihydro-2H-benzo[b][1,4]oxazin-6-yl)thiophene-2-carboximidamide dihydrochloride). The yield is 73.6%. Reaction SMILES: [CH3:1][N:2]([CH3:23])[CH2:3][CH2:4][N:5]1[CH2:10][CH2:9][O:8][C:7]2[CH:11]=[CH:12][C:13]([NH:15][C:16]([C:18]3[S:19][CH:20]=[CH:21][CH:22]=3)=[NH:17])=[CH:14][C:6]1=2.[ClH:24]>CO>[ClH:24].[ClH:24].[CH3:1][N:2]([CH3:23])[CH2:3][CH2:4][N:5]1[CH2:10][CH2:9][O:8][C:7]2[CH:11]=[CH:12][C:13]([NH:15][C:16]([C:18]3[S:19][CH:20]=[CH:21][CH:22]=3)=[NH:17])=[CH:14][C:6]1=2 |f:3.4.5|. Procedure details: N-(4-(2-(dimethylamino)ethyl)-3,4-dihydro-2H-benzo[b][1,4]oxazin-6-yl)thiophene-2-carboximidamide (0.065 g, 0.197 mmol) was dissolved in anhydrous MeOH (5 mL) and treated with hydrogen chloride (1M in diethyl ether; 0.433 mL, 0.433 mmol) for 5 minutes at room temperature. The reaction was then concentrated to yield the title compound as a yellow solid (58.5 mg, 73.7%). 1H NMR (DMSO-d6) δ 11.36 (brs, 1H), 11.02 (brs, 1H), 9.70 (brs, 1H), 8.69 (brs, 1H), 8.15 (app d, 2H, J=4.5 Hz), 7.37 (app t, 1H... The solvent is CN(C)C=O (DMF). Yield: 60.6%. RXN SMILES: C(=O)([O-])[O-].[K+].[K+].[OH:7][C:8]1[CH:12]=[C:11]([CH3:13])[NH:10][N:9]=1.F[C:15]1[CH:20]=[CH:19][C:18]([N+:21]([O-:23])=[O:22])=[CH:17][C:16]=1[C:24]([F:27])([F:26])[F:25].Cl>CN(C=O)C>[CH3:13][C:11]1[NH:10][N:9]=[C:8]([O:7][C:15]2[CH:20]=[CH:19][C:18]([N+:21]([O-:23])=[O:22])=[CH:17][C:16]=2[C:24]([F:25])([F:26])[F:27])[CH:12]=1 |f:0.1.2|. Conditions: temperature 60 celsius. The reactants are Cl (hydrochloric acid), C([O-])([O-])=O.[K+].[K+] (Potassium carbonate), OC1=NNC(=C1)C (3-hydroxy-5-methylpyrazole), FC1=C(C=C(C=C1)[N+](=O)[O-])C(F)(F)F (2-fluoro-5-nitrobenzotrifluoride). Reported procedure: Potassium carbonate (7.60 g, 55.0 mmol) was added to a solution of 3-hydroxy-5-methylpyrazole (4.90 g, 50.0 mmol) and 2-fluoro-5-nitrobenzotrifluoride (10.5 g, 50.0 mmol) in DMF (50 ml), and the mixture was stirred under heating at 60° C. for 4 hours. After completion of the reaction, the reaction mixture was poured into 2N hydrochloric acid (100 ml) and extracted with ethyl acetate (50 ml×3). An organic layer was washed with water, dried over anhydrous magnesium sulfate and filtered to remove a... Product: CC1=CC(=NN1)OC1=C(C=C(C=C1)[N+](=O)[O-])C(F)(F)F (5-methyl-3-(4-nitro-2-trifluoromethylphenyloxy)pyrazole). Starting materials: C(C)C1=NC=2C(=NC(=CC2C)C)N1C1=CC=C(C=C1)CCNC(OC1=CC=CC=C1)=O (Phenyl 2-[4-(2-ethyl-5,7-dimethyl-3H-imidazo[4,5-b]pyridin-3-yl)phenyl]ethylcarbamate), S1C(=CC2=C1C=CC=C2)S(=O)(=O)N (1-benzothiophene-2-sulfonamide). Product: S1C(=CC2=C1C=CC=C2)S(=O)(=O)NC(=O)NCCC2=CC=C(C=C2)N2C(=NC=1C2=NC(=CC1C)C)CC (3-{4-[2-({[(1-BENZOTHIEN-2-YLSULFONYL)AMINO]CARBONYL}AMINO)ETHYL]PHENYL}-2-ETHYL-5,7-DIMETHYL-3H-IMIDAZO[4,5-b]PYRIDINE). As a reaction SMILES: [CH2:1]([C:3]1[N:13]([C:14]2[CH:19]=[CH:18][C:17]([CH2:20][CH2:21][NH:22][C:23](=O)[O:24]C3C=CC=CC=3)=[CH:16][CH:15]=2)[C:6]2=[N:7][C:8]([CH3:12])=[CH:9][C:10]([CH3:11])=[C:5]2[N:4]=1)[CH3:2].[S:32]1[C:36]2[CH:37]=[CH:38][CH:39]=[CH:40][C:35]=2[CH:34]=[C:33]1[S:41]([NH2:44])(=[O:43])=[O:42]>>[S:32]1[C:36]2[CH:37]=[CH:38][CH:39]=[CH:40][C:35]=2[CH:34]=[C:33]1[S:41]([NH:44][C:23]([NH:22][CH2:21][CH2:20][C:17]1[CH:16]=[CH:15][C:14]([N:13]2[C:6]3=[N:7][C:8]([CH3:12])=[CH:9][C:10]([CH3:11])=[C:5]3[N:4]=[C:3]2[CH2:1][CH3:2])=[CH:19][CH:18]=1)=[O:24])(=[O:42])=[O:43]. Procedure details: The title compound was prepared according to the procedure described in step 2 of Example 18 from phenyl 2-[4-(2-ethyl-5,7-dimethyl-3H-imidazo[4,5-b]pyridin-3-yl)phenyl]ethylcarbamate (step 1 of Example 18) and 1-benzothiophene-2-sulfonamide (Chern, J.; Leu, Y.; et al. J. Med. Chem., 1997, 40, 2276.; Graham, S. L.; Shepard, K. L.; et al. J. Med. Chem., 1989, 32, 2548).